Dataset: the Open Reaction Database (ORD), a public repository of structured organic reaction records. Task: describe an organic reaction: reactants, conditions, products, and yield The reactants are BrCCBr (1,2-dibromoethane), ClC1=C(CBr)C=C(C=C1)F (2-chloro-5-fluoro-benzylbromide), C(C)(C)(C)OC(=O)N1CCN(CC1)C(=O)C1=C(N(C2=CC=CC=C12)C1=CC=CC=C1)Cl (4-(2-Chloro-1-phenyl-1H-indole-3-carbonyl)-piperazine-1-carboxylic acid tert-butyl ester). Reagents/catalysts: [Zn] (zinc), [I-].C(CCC)[N+](CCCC)(CCCC)CCCC (tetrabutylammonium iodide), C/C(=C/C(=O)C)/[O-].C/C(=C/C(=O)C)/[O-].[Ni+2] (nickel acetylacetonate). Solvent: C1CCOC1 (THF), C1CCOC1 (THF), C1CCOC1 (THF), CN1CCCC1=O (NMP). Conditions: temperature 0 celsius, time 5 minute. The product is C(C)(C)(C)OC(=O)N1CCN(CC1)C(=O)C1=C(N(C2=CC=CC=C12)C1=CC=CC=C1)CC1=C(C=CC(=C1)F)Cl (4-[2-(2-Chloro-5-fluoro-benzyl)-1-phenyl-1H-indole-3-carbonyl]-piperazine-1-carboxylic acid tert-butyl ester). Yield: 23.1%. Reaction SMILES: BrCCBr.[Cl:5][C:6]1[CH:13]=[CH:12][C:11]([F:14])=[CH:10][C:7]=1[CH2:8]Br.[C:15]([O:19][C:20]([N:22]1[CH2:27][CH2:26][N:25]([C:28]([C:30]2[C:38]3[C:33](=[CH:34][CH:35]=[CH:36][CH:37]=3)[N:32]([C:39]3[CH:44]=[CH:43][CH:42]=[CH:41][CH:40]=3)[C:31]=2Cl)=[O:29])[CH2:24][CH2:23]1)=[O:21])([CH3:18])([CH3:17])[CH3:16]>C1COCC1.[I-].C([N+](CCCC)(CCCC)CCCC)CCC.CN1C(=O)CCC1.[Zn].C/C(/[O-])=C/C(C)=O.C/C(/[O-])=C/C(C)=O.[Ni+2]>[C:15]([O:19][C:20]([N:22]1[CH2:23][CH2:24][N:25]([C:28]([C:30]2[C:38]3[C:33](=[CH:34][CH:35]=[CH:36][CH:37]=3)[N:32]([C:39]3[CH:44]=[CH:43][CH:42]=[CH:41][CH:40]=3)[C:31]=2[CH2:8][C:7]2[CH:10]=[C:11]([F:14])[CH:12]=[CH:13][C:6]=2[Cl:5])=[O:29])[CH2:26][CH2:27]1)=[O:21])([CH3:18])([CH3:16])[CH3:17] |f:4.5,8.9.10|. Procedure details: To a suspension of zinc (176 mg, 2.69 mmol) in dry THF (1 ml) in a dry flask under argon was added 1,2-dibromoethane (5.79 μl, 67.2 μmol). The mixture was heated three times to reflux with a heat-gun. After 5 min the flask was placed in an ice bath and a solution of 2-chloro-5-fluoro-benzylbromide (182 μl, 1.34 mmol) in dry THF (1.5 ml) was added slowly, so that the temperature remained at 0° C. The mixture was stirred at 0° C. for 3 h. Then the cooled suspension was added dropwise to a precoole...